This data is from the Open Reaction Database (ORD), a public repository of structured organic reaction records. The task is: describe an organic reaction: reactants, conditions, products, and yield Starting materials: C(C1=CC=CC=C1)NC1=CC(N(C=C1)CC1=CC(=CC=C1)F)=O (4-(benzylamino)-1-(3-fluorobenzyl)pyridin-2(1H)-one). Run in C(C)(=O)O (acetic acid). Conditions: time 4 hour. Yields the product NC1=CC(N(C=C1)CC1=CC(=CC=C1)F)=O (4-amino-1-(3-fluorobenzyl)pyridin-2(1H)-one). RXN SMILES: C([NH:8][C:9]1[CH:14]=[CH:13][N:12]([CH2:15][C:16]2[CH:21]=[CH:20][CH:19]=[C:18]([F:22])[CH:17]=2)[C:11](=[O:23])[CH:10]=1)C1C=CC=CC=1>C(O)(=O)C>[NH2:8][C:9]1[CH:14]=[CH:13][N:12]([CH2:15][C:16]2[CH:21]=[CH:20][CH:19]=[C:18]([F:22])[CH:17]=2)[C:11](=[O:23])[CH:10]=1. Procedure: In a Fischer-Porter bottle, added a solution of 4-(benzylamino)-1-(3-fluorobenzyl)pyridin-2(1H)-one (2.5 g, 8.11 mmol) in glacial acetic acid (20 mL). After the solution was flushed with nitrogen, catalyst was added (10% Pd/C, 2.0 g). The vessel was sealed, evacuated, and purged with hydrogen gas. The system was charged with hydrogen gas (50 psi) and the mixture stirred at room temperature for 4 hours. The system was evacuated and flushed with nitrogen. The reaction mixture was filtered through ... The reactants are C(C)OC(=O)N=S(=O)(C)C=1C=C(COC2=C(C=C3C(=NC=NC3=C2)NC(C)C)C(=O)OCC)C=CC1 (ethyl 7-({(RS)-3-[N-(ethoxycarbonyl)-S-methylsulphonimidoyl]-benzyl}oxy)-4-(isopropylamino)quinazoline-6-carboxylate), [O-]CC.[Na+] (sodium ethoxide). The product is C(C)(C)NC1=NC=NC2=CC(=C(C=C12)C(=O)O)OCC1=CC(=CC=C1)S(=O)(=N)C (4-(Isopropylamino)-7-{[(RS)-3-(S-methylsulphonimidoyl)benzyl]oxy}-quinazoline-6-carboxylic acid). Yield: 35.0%. As a reaction SMILES: C(OC([N:6]=[S:7]([C:10]1[CH:11]=[C:12]([CH:34]=[CH:35][CH:36]=1)[CH2:13][O:14][C:15]1[CH:24]=[C:23]2[C:18]([C:19]([NH:25][CH:26]([CH3:28])[CH3:27])=[N:20][CH:21]=[N:22]2)=[CH:17][C:16]=1[C:29]([O:31]CC)=[O:30])([CH3:9])=[O:8])=O)C.[O-]CC.[Na+]>>[CH:26]([NH:25][C:19]1[C:18]2[C:23](=[CH:24][C:15]([O:14][CH2:13][C:12]3[CH:34]=[CH:35][CH:36]=[C:10]([S:7]([CH3:9])(=[NH:6])=[O:8])[CH:11]=3)=[C:16]([C:29]([OH:31])=[O:30])[CH:17]=2)[N:22]=[CH:21][N:20]=1)([CH3:28])[CH3:27] |f:1.2|. Reported procedure: According to GWP 6, ethyl 7-({(RS)-3-[N-(ethoxycarbonyl)-S-methylsulphonimidoyl]-benzyl}oxy)-4-(isopropylamino)quinazoline-6-carboxylate (100 mg, 0.194 mmol) is reacted at 80° C. for 2 hours with sodium ethoxide (59 mg, 0.9 mmol). The reaction mixture is concentrated to dryness. The residue is taken up in ethyl acetate and water and acidified. The organic phase is separated off and subsequently concentrated. After chromatographic purification, the desired product is obtained in 35% yield (28 mg)... Starting materials: CCN=C=NCCCN(C)C, CN1CCOCC1, CN(C)C=O, CCOC(C)=O, Cl, CC(Nc1cncc(Cl)n1)c1cccc(N)c1, Nc1cncc(C(=O)O)c1. Yields the product CC(Nc1cncc(Cl)n1)c1cccc(NC(=O)c2cncc(N)c2)c1. Reaction SMILES: [CH3:29][N:30]([CH3:31])[CH2:32][CH2:33][CH2:34][N:35]=[C:36]=[N:37][CH2:38][CH3:39].[CH3:40][N:41]1[CH2:42][CH2:43][O:44][CH2:45][CH2:46]1.[CH3:47][N:48]([CH3:49])[CH:50]=[O:51].[CH3:52][CH2:53][O:54][C:55](=[O:56])[CH3:57].[ClH:28].[NH2:11][c:12]1[cH:13][c:14]([CH:18]([CH3:19])[NH:20][c:21]2[n:22][c:23]([Cl:27])[cH:24][n:25][cH:26]2)[cH:15][cH:16][cH:17]1.[NH2:1][c:2]1[cH:3][n:4][cH:5][c:6]([C:7](=[O:8])[OH:9])[cH:10]1>>[NH2:1][c:2]1[cH:3][n:4][cH:5][c:6]([C:7](=[O:9])[NH:11][c:12]2[cH:13][c:14]([CH:18]([CH3:19])[NH:20][c:21]3[n:22][c:23]([Cl:27])[cH:24][n:25][cH:26]3)[cH:15][cH:16][cH:17]2)[cH:10]1.